From a dataset of the Open Reaction Database (ORD), a public repository of structured organic reaction records. describe an organic reaction: reactants, conditions, products, and yield Procedure: 6,7-DIHYDRO-4-(2METHYLPROPYL)-6,6-DIMETHYL-3H-IMIDAZO[1,2-a]PURIN-9(4H)-ONE.-- 7-Amino-2,3-dihydro-2,2-dimethyl-8-(2-methylpropyl)-6-nitrosoimidazo[1,2-a]pyrimidin-5(8H)-one was prepared by reaction of the 2-methylthio-4,4-dimethyl-2-imidazoline hydrochloride with 2-methylpropylamine according to the method of Procedure 103 by substitution of the latter for p-chlorobenzylamine. The reaction product from this step was then condensed with ethyl oximinocyanoacetate as described in Procedure 103. Th... The reactants are Cl.CSC=1NCC(N1)(C)C (2-methylthio-4,4-dimethyl-2-imidazoline hydrochloride), CC(CN)C (2-methylpropylamine), ClC1=CC=C(CN)C=C1 (p-chlorobenzylamine), CC(CN1C=2N(C(C=3N=CNC13)=O)CC(N2)(C)C)C (6,7-DIHYDRO-4-(2METHYLPROPYL)-6,6-DIMETHYL-3H-IMIDAZO[1,2-a]PURIN-9(4H)-ONE), N(O)=C(C(=O)OCC)C#N (ethyl oximinocyanoacetate), formylamino, [OH-].[Na+] (sodium hydroxide), S(=O)(=O)([O-])S(=O)(=O)[O-].[Na+].[Na+] (sodium dithionate), nitroso. The product is NC=1N(C=2N(C(C1N=O)=O)CC(N2)(C)C)CC(C)C (7-Amino-2,3-dihydro-2,2-dimethyl-8-(2-methylpropyl)-6-nitrosoimidazo[1,2-a]pyrimidin-5(8H)-one). Solvent: C(=O)O (formic acid). Reaction SMILES: [CH3:1][CH:2]([CH3:19])[CH2:3][N:4]1[C:12]2[NH:11]C=[N:9][C:8]=2[C:7](=[O:13])[N:6]2[CH2:14][C:15]([CH3:18])([CH3:17])[N:16]=[C:5]12.Cl.CSC1NCC(C)(C)N=1.CC(C)CN.ClC1C=CC(CN)=CC=1.N(=C(C#N)C(OCC)=O)[OH:45].S(S([O-])(=O)=O)([O-])(=O)=O.[Na+].[Na+].[OH-].[Na+]>C(O)=O>[NH2:11][C:12]1[N:4]([CH2:3][CH:2]([CH3:19])[CH3:1])[C:5]2[N:6]([CH2:14][C:15]([CH3:18])([CH3:17])[N:16]=2)[C:7](=[O:13])[C:8]=1[N:9]=[O:45] |f:1.2,6.7.8,9.10|. The reactants are [Li]CCCC, C1CCOC1, Cl, CCCc1ccc(-c2cc(F)cc(F)c2)cc1, CN(C)C=O. Product: CCCc1ccc(-c2cc(F)c(C=O)c(F)c2)cc1. RXN SMILES: [CH2:18]([Li:19])[CH2:20][CH2:21][CH3:22].[CH2:29]1[O:30][CH2:31][CH2:32][CH2:33]1.[ClH:28].[F:1][c:2]1[cH:3][c:4](-[c:9]2[cH:10][cH:11][c:12]([CH2:15][CH2:16][CH3:17])[cH:13][cH:14]2)[cH:5][c:6]([F:8])[cH:7]1.[O:23]=[CH:24][N:25]([CH3:26])[CH3:27]>>[F:1][c:2]1[cH:3][c:4](-[c:9]2[cH:10][cH:11][c:12]([CH2:15][CH2:16][CH3:17])[cH:13][cH:14]2)[cH:5][c:6]([F:8])[c:7]1[CH:24]=[O:23]. Starting materials: CO, CC(C)(C)CC(=O)c1ccc(CN2C(=O)c3ccccc3C2=O)cc1, NN, O. Product: CC(C)(C)CC(=O)c1ccc(CN)cc1. As a reaction SMILES: [CH3:29][OH:30].[CH3:4][C:5]([CH2:6][C:7](=[O:8])[c:9]1[cH:10][cH:11][c:12]([CH2:13][N:14]2[C:15](=[O:16])[c:17]3[c:18]([cH:19][cH:20][cH:21][cH:22]3)[C:23]2=[O:24])[cH:25][cH:26]1)([CH3:27])[CH3:28].[NH2:2][NH2:3].[OH2:1]>>[CH3:4][C:5]([CH2:6][C:7](=[O:8])[c:9]1[cH:10][cH:11][c:12]([CH2:13][NH2:14])[cH:25][cH:26]1)([CH3:27])[CH3:28]. The reactants are ClC=1OC2=C(N1)C=CC(=C2)F (2-chloro-6-fluorobenzoxazole), C1CCC(CC1)C[C@@H](C(=O)O)N (L-cyclohexylalanine), FC1=CC=C(C=C1)NCCN (N1-(4-fluoro-phenyl)-ethane-1,2-diamine). Yields the product C1(CCCCC1)C[C@@H](C(=O)NCCNC1=CC=C(C=C1)F)NC=1OC2=C(N1)C=CC(=C2)F (3-Cyclohexyl-2-(S)-(6-fluoro-benzooxazol-2-ylamino)-N-[2-(4-fluoro-phenylamino)-ethyl]-propionamide). As a reaction SMILES: Cl[C:2]1[O:3][C:4]2[CH:10]=[C:9]([F:11])[CH:8]=[CH:7][C:5]=2[N:6]=1.[CH2:12]1[CH2:17][CH2:16][CH:15]([CH2:18][C@H:19]([NH2:23])[C:20]([OH:22])=O)[CH2:14][CH2:13]1.[F:24][C:25]1[CH:30]=[CH:29][C:28]([NH:31][CH2:32][CH2:33][NH2:34])=[CH:27][CH:26]=1>>[CH:15]1([CH2:18][C@H:19]([NH:23][C:2]2[O:3][C:4]3[CH:10]=[C:9]([F:11])[CH:8]=[CH:7][C:5]=3[N:6]=2)[C:20]([NH:34][CH2:33][CH2:32][NH:31][C:28]2[CH:29]=[CH:30][C:25]([F:24])=[CH:26][CH:27]=2)=[O:22])[CH2:14][CH2:13][CH2:12][CH2:17][CH2:16]1. Procedure details: The title compound was prepared from 2-chloro-6-fluorobenzoxazole, L-cyclohexylalanine and N1-(4-fluoro-phenyl)-ethane-1,2-diamine.2HCl using the procedure analogous to that described in example 2. 1H NMR (DMSO-d6, 400 MHz) δ 8.18(m, 2H), 7.30(dd, 1H, J=2.4 Hz, J=8.6 Hz), 7.11(dd, 1H, J=4.8 Hz, J=8.4 Hz), 6.89(m, 1H), 6.84(m, 2H), 6.51(m, 2H), 4.28 (m, 1H), 3.15(m, 2H), 2.95(m, 2H), 1.55(m, 7H), 1.30(m, 1H), 1.05(m, 3H), 0.83(m, 2H). HPLC-MS calcd. for C24H28F2N4O2 (M+H+)443.22. found 443.4. The reactants are O=C(O)c1ncc(Cl)cc1F, CC1(C)OC(N)=NC(C)(c2cc(N)ccc2F)C1(F)F. Yields the product CC1(C)OC(N)=NC(C)(c2cc(NC(=O)c3ncc(Cl)cc3F)ccc2F)C1(F)F. As a reaction SMILES: [Cl:21][c:22]1[cH:23][c:24]([F:31])[c:25]([C:28](=[O:29])[OH:30])[n:26][cH:27]1.[NH2:1][c:2]1[cH:3][cH:4][c:5]([F:20])[c:6]([C:8]2([CH3:19])[N:9]=[C:10]([NH2:18])[O:11][C:12]([CH3:16])([CH3:17])[C:13]2([F:14])[F:15])[cH:7]1>>[NH:1]([c:2]1[cH:3][cH:4][c:5]([F:20])[c:6]([C:8]2([CH3:19])[N:9]=[C:10]([NH2:18])[O:11][C:12]([CH3:16])([CH3:17])[C:13]2([F:14])[F:15])[cH:7]1)[C:28]([c:25]1[c:24]([F:31])[cH:23][c:22]([Cl:21])[cH:27][n:26]1)=[O:29]. Reactants: CC1(CN(CCN1C(=O)OCC1=CC=C(C=C1)[N+](=O)[O-])C(=O)[C@H]1N(C[C@H](C1)SC=1[C@@H]([C@H]2N(C1C(=O)OCC1=CC=C(C=C1)[N+](=O)[O-])C([C@@H]2[C@@H](C)O)=O)C)C(=O)OCC2=CC=C(C=C2)[N+](=O)[O-])C (4-nitrobenzyl (1R, 5S, 6S)-2-{(2S, 4S)-2-[3,3-dimethyl-4-(4-nitrobenzyloxycarbonyl)-1-piperazinylcarbonyl]-1-(4-nitrobenzyloxycarbonyl)pyrrolidin-4-ylthio}-6-[(1R)-1-hydroxyethyl]-1-methyl-1-carbapen-2-em-3-carboxylate), Cl (hydrochloric acid). The solvent is O1CCCC1 (tetrahydrofuran), O (water). Yields the product Cl.CC1(CN(CCN1)C(=O)[C@H]1NC[C@H](C1)SC=1[C@@H]([C@H]2N(C1C(=O)O)C([C@@H]2[C@@H](C)O)=O)C)C ((1R, 5S, 6S)-2-[(2S, 4S)-2-(3,3-Dimethyl-1-piperazinylcarbonyl)pyrrolidin-4-ylthio]-6-[(1R)-1-hydroxyethyl]-1-methyl-1-carbapen-2-em-3-carboxylic acid hydrochloride). As a reaction SMILES: [CH3:1][C:2]1([CH3:67])[N:7](C(OCC2C=CC([N+]([O-])=O)=CC=2)=O)[CH2:6][CH2:5][N:4]([C:21]([C@@H:23]2[CH2:27][C@H:26]([S:28][C:29]3[C@H:30]([CH3:53])[C@@H:31]4[C@@H:48]([C@H:49]([OH:51])[CH3:50])[C:47](=[O:52])[N:32]4[C:33]=3[C:34]([O:36]CC3C=CC([N+]([O-])=O)=CC=3)=[O:35])[CH2:25][N:24]2C(OCC2C=CC([N+]([O-])=O)=CC=2)=O)=[O:22])[CH2:3]1.[ClH:68]>O1CCCC1.O>[ClH:68].[CH3:67][C:2]1([CH3:1])[NH:7][CH2:6][CH2:5][N:4]([C:21]([C@@H:23]2[CH2:27][C@H:26]([S:28][C:29]3[C@H:30]([CH3:53])[C@@H:31]4[C@@H:48]([C@H:49]([OH:51])[CH3:50])[C:47](=[O:52])[N:32]4[C:33]=3[C:34]([OH:36])=[O:35])[CH2:25][NH:24]2)=[O:22])[CH2:3]1 |f:4.5|. Reported procedure: 205 mg of 4-nitrobenzyl (1R, 5S, 6S)-2-{(2S, 4S)-2-[3,3-dimethyl-4-(4-nitrobenzyloxycarbonyl)-1-piperazinylcarbonyl]-1-(4-nitrobenzyloxycarbonyl)pyrrolidin-4-ylthio}-6-[(1R)-1-hydroxyethyl]-1-methyl-1-carbapen-2-em-3-carboxylate [prepared as described in step (a) above] were dissolved in 5 ml of a 1:1 by volume mixture of tetrahydrofuran and water, after which 0.23 ml of 1N aqueous hydrochloric acid was added, and the mixture was hydrogenated by bubbling hydrogen through it at room temperature f... As a reaction SMILES: [Br:1][CH2:2][C:3](=[O:4])[c:5]1[cH:6][cH:7][cH:8][c:9]2[cH:10][cH:11][cH:12][cH:13][c:14]12.[CH3:30][c:31]1[cH:32][cH:33][cH:34][cH:35][cH:36]1.[K+:24].[K+:25].[O-:26][C:27]([O-:28])=[O:29].[nH:15]1[n:16][n:17][c:18]2[c:19]1[cH:20][cH:21][cH:22][cH:23]2>>[CH2:2]([C:3](=[O:4])[c:5]1[cH:6][cH:7][cH:8][c:9]2[cH:10][cH:11][cH:12][cH:13][c:14]12)[n:15]1[n:16][n:17][c:18]2[c:19]1[cH:20][cH:21][cH:22][cH:23]2. Product: O=C(Cn1nnc2ccccc21)c1cccc2ccccc12. Reactants: O=C(CBr)c1cccc2ccccc12, Cc1ccccc1, [K+], [K+], O=C([O-])[O-], c1ccc2[nH]nnc2c1.